Dataset: the Open Reaction Database (ORD), a public repository of structured organic reaction records. Task: describe an organic reaction: reactants, conditions, products, and yield The product is C(C(=C)C)(=O)OC1=CC(=C(C(=C1)C(C)(C)C)O)C(C)(C)C (3,5-di tert.butyl-4-hydroxyphenyl methacrylate), product. Reaction SMILES: [C:1](Cl)(=[O:5])[C:2]([CH3:4])=[CH2:3].[C:7]([C:11]1[CH:17]=[C:16]([OH:18])[CH:15]=[C:14]([C:19]([CH3:22])([CH3:21])[CH3:20])[C:12]=1[OH:13])([CH3:10])([CH3:9])[CH3:8].Cl.O>O1CCCC1.C(N(CC)CC)C>[C:1]([O:18][C:16]1[CH:17]=[C:11]([C:7]([CH3:10])([CH3:9])[CH3:8])[C:12]([OH:13])=[C:14]([C:19]([CH3:22])([CH3:21])[CH3:20])[CH:15]=1)(=[O:5])[C:2]([CH3:4])=[CH2:3]. Run at time 15 minute. Reactants: C(C(=C)C)(=O)Cl (methacryloyl chloride), C(C)(C)(C)C1=C(O)C(=CC(=C1)O)C(C)(C)C (2,6-di tert.butyl hydroquinone), Cl (hydrochloric acid), O (water). The solvent is O1CCCC1 (tetrahydrofuran), O1CCCC1 (tetrahydrofuran), C(C)N(CC)CC (triethylamine). Procedure details: 3,5-di tert.butyl-4-hydroxyphenyl methacrylate was prepared by adding drop wise a solution of 5.8 grams of methacryloyl chloride in 25 milliliters of tetrahydrofuran to a solution of 11.1 gram of 2,6-di tert.butyl hydroquinone in 80 milliliters of tetrahydrofuran and 20.2 grams of triethylamine. The addition was completed in 15 minutes and the reaction mixture was stirred at room temperature for 5-1/2 hours. The reaction mixture was then poured into a mixture of 20 milliliters of concentrated hy...